Dataset: the Open Reaction Database (ORD), a public repository of structured organic reaction records. Task: describe an organic reaction: reactants, conditions, products, and yield Reactants: 8.6, [OH-].[NH3+]N (hydrazinium hydroxide), NC1=NC(=CC(=N1)CCCN1C(C2=CC=CC=C2C1=O)=O)C1=CNC2=NC=C(C=C21)C=2C=NN(C2)C (2-(3-{2-amino-6-[5-(1-methyl-1H-pyrazol-4-yl)-1H-pyrrolo[2,3-b]pyridin-3-yl}pyrimidin-4-yl]propyl)isoindole-1,3-dione). The solvent is CO (methanol). Conditions: temperature 60 celsius. The product is NCCCC1=NC(=NC(=C1)C1=CNC2=NC=C(C=C21)C=2C=NN(C2)C)N (4-(3-aminopropyl)-6-[5-(1-methyl-1H-pyrazol-4-yl)-1H-pyrrolo[2,3-b]pyridin-3-yl]pyrimidin-2-ylamine). As a reaction SMILES: [OH-].[NH3+]N.[NH2:4][C:5]1[N:10]=[C:9]([CH2:11][CH2:12][CH2:13][N:14]2C(=O)C3C(=CC=CC=3)C2=O)[CH:8]=[C:7]([C:25]2[C:33]3[C:28](=[N:29][CH:30]=[C:31]([C:34]4[CH:35]=[N:36][N:37]([CH3:39])[CH:38]=4)[CH:32]=3)[NH:27][CH:26]=2)[N:6]=1>CO>[NH2:14][CH2:13][CH2:12][CH2:11][C:9]1[CH:8]=[C:7]([C:25]2[C:33]3[C:28](=[N:29][CH:30]=[C:31]([C:34]4[CH:35]=[N:36][N:37]([CH3:39])[CH:38]=4)[CH:32]=3)[NH:27][CH:26]=2)[N:6]=[C:5]([NH2:4])[N:10]=1 |f:0.1|. Procedure: 8.6 0.003 ml (0.06 mmol) of hydrazinium hydroxide is added at RT to a solution of 29 mg (0.06 mmol) of 2-(3-{2-amino-6-[5-(1-methyl-1H-pyrazol-4-yl)-1H-pyrrolo[2,3-b]pyridin-3-yl}pyrimidin-4-yl]propyl)isoindole-1,3-dione in 0.5 ml of methanol. The reaction solution is heated for 5 min at 60° C. in the microwave. The reaction mixture is evaporated in vacuo, and the residue is purified by preparative HPLC, giving 4-(3-aminopropyl)-6-[5-(1-methyl-1H-pyrazol-4-yl)-1H-pyrrolo[2,3-b]pyridin-3-yl]pyrim...